Dataset: the Open Reaction Database (ORD), a public repository of structured organic reaction records. Task: describe an organic reaction: reactants, conditions, products, and yield Starting materials: C(C1=CC=CC=C1)(=O)C=1C(=C(C=CC1)C(C(=O)O)C)OC(C)=O (2-(3′-benzoyl-2′-acetoxyphenyl)propionic acid), OS(=O)(=O)O (H2SO4), CO (methanol), C(C1=CC=CC=C1)(=O)C=1C(=C(C=CC1)C(C(=O)O)C)OC(C)=O (2-(3′-benzoyl-2′-acetoxyphenyl)propionic acid). Reaction conditions: time 8 hour. Product: COC(C(C)C1=C(C(=CC=C1)C(C1=CC=CC=C1)=O)O)=O (2-(3′-benzoyl-2′-hydroxyphenyl)-propionic acid methyl ester). The yield is 70.0%. RXN SMILES: [C:1]([C:9]1[C:10]([O:20]C(=O)C)=[C:11]([CH:15]([CH3:19])[C:16]([OH:18])=[O:17])[CH:12]=[CH:13][CH:14]=1)(=[O:8])[C:2]1[CH:7]=[CH:6][CH:5]=[CH:4][CH:3]=1.OS(O)(=O)=O.[CH3:29]O>>[CH3:29][O:18][C:16](=[O:17])[CH:15]([C:11]1[CH:12]=[CH:13][CH:14]=[C:9]([C:1](=[O:8])[C:2]2[CH:7]=[CH:6][CH:5]=[CH:4][CH:3]=2)[C:10]=1[OH:20])[CH3:19]. Procedure: A solution of 2-(3′-benzoyl-2′-acetoxyphenyl)propionic acid (1) (6.2 g) in methanol (35 ml) was added wish concentrated H2SO4 (0.3 ml). The mixture was stirred at room temperature for 15 hours until disappearance (1) and of the reaction intermediates. The solvent was evaporated off under vacuum and the residue was dissolved in ethyl acetate (30 ml) and washed with water. The organic layer was treated with a NaOH solution (100 ml), and the basic phase was acidified with 4N HCl and extracted with ... Starting materials: CC(=O)OCC1C(c2ccccc2)C1(F)F, CO, [K+], [K+], O=C([O-])[O-]. Yields the product OCC1C(c2ccccc2)C1(F)F. Reaction SMILES: [C:1](=[O:2])([CH3:3])[O:4][CH2:5][CH:6]1[C:7]([F:15])([F:16])[CH:8]1[c:9]1[cH:10][cH:11][cH:12][cH:13][cH:14]1.[CH3:23][OH:24].[K+:17].[K+:18].[O-:19][C:20]([O-:21])=[O:22]>>[OH:4][CH2:5][CH:6]1[C:7]([F:15])([F:16])[CH:8]1[c:9]1[cH:10][cH:11][cH:12][cH:13][cH:14]1.